From a dataset of the Open Reaction Database (ORD), a public repository of structured organic reaction records. describe an organic reaction: reactants, conditions, products, and yield Reactants: CCOC(=O)C1(c2ccc(-c3ccc(-c4onc(C)c4NC(=O)OC(C)(C)C)cc3)cc2)CC1, ClCCl, O=C(O)C(F)(F)F. The product is CCOC(=O)C1(c2ccc(-c3ccc(-c4onc(C)c4N)cc3)cc2)CC1. RXN SMILES: [CH2:1]([CH3:2])[O:3][C:4](=[O:5])[C:6]1([c:9]2[cH:10][cH:11][c:12](-[c:15]3[cH:16][cH:17][c:18](-[c:21]4[c:22]([NH:27][C:28]([O:29][C:30]([CH3:31])([CH3:32])[CH3:33])=[O:34])[c:23]([CH3:26])[n:24][o:25]4)[cH:19][cH:20]3)[cH:13][cH:14]2)[CH2:7][CH2:8]1.[Cl:42][CH2:43][Cl:44].[OH:35][C:36]([C:37]([F:38])([F:39])[F:40])=[O:41]>>[CH2:1]([CH3:2])[O:3][C:4](=[O:5])[C:6]1([c:9]2[cH:10][cH:11][c:12](-[c:15]3[cH:16][cH:17][c:18](-[c:21]4[c:22]([NH2:27])[c:23]([CH3:26])[n:24][o:25]4)[cH:19][cH:20]3)[cH:13][cH:14]2)[CH2:7][CH2:8]1.